From a dataset of the Open Reaction Database (ORD), a public repository of structured organic reaction records. describe an organic reaction: reactants, conditions, products, and yield Starting materials: [Cl-], CSc1cc(F)c(CCl)cc1C, [Na+], N#C[Na], O. The product is CSc1cc(F)c(CC#N)cc1C. As a reaction SMILES: [Cl-:17].[Cl:1][CH2:2][c:3]1[c:4]([F:12])[cH:5][c:6]([S:10][CH3:11])[c:7]([CH3:9])[cH:8]1.[Na+:16].[Na:13][C:14]#[N:15].[OH2:18]>>[CH2:2]([c:3]1[c:4]([F:12])[cH:5][c:6]([S:10][CH3:11])[c:7]([CH3:9])[cH:8]1)[C:14]#[N:15]. Reactants: Cl (hydrochloric acid), C(CC)C1=CC=C(C=C1)C1CC2=CC(=CC(=C2CC1)F)F (2-(4-propylphenyl)-5,7-difluoro-1,2,3,4-tetrahydronaphthalene), C(=O)=O (carbon dioxide), acid chloride, N (ammonia), P(=O)(Cl)(Cl)Cl (phosphorus oxychloride), amide, C(CCC)[Li] (butyllithium), C(C1=CC=CC=C1)(=O)O (benzoic acid), S(=O)(Cl)Cl (thionyl chloride). Run in O (water), CN(C)C=O (DMF). Conditions: time 2 hour. Product: C(CC)C1=CC=C(C=C1)C1CC2=CC(=C(C(=C2CC1)F)C#N)F (2-(4-propylphenyl)-5,7-difluoro-6-cyano-1,2,3,4-tetrahydronaphthalene). RXN SMILES: [CH2:1]([C:4]1[CH:9]=[CH:8][C:7]([CH:10]2[CH2:19][CH2:18][C:17]3[C:12](=[CH:13][C:14]([F:21])=[CH:15][C:16]=3[F:20])[CH2:11]2)=[CH:6][CH:5]=1)[CH2:2][CH3:3].[CH2:22]([Li])CCC.C(O)(=O)C1C=CC=CC=1.C(=O)=O.S(Cl)(Cl)=O.[NH3:43].P(Cl)(Cl)(Cl)=O.Cl>CN(C=O)C.O>[CH2:1]([C:4]1[CH:5]=[CH:6][C:7]([CH:10]2[CH2:19][CH2:18][C:17]3[C:12](=[CH:13][C:14]([F:21])=[C:15]([C:22]#[N:43])[C:16]=3[F:20])[CH2:11]2)=[CH:8][CH:9]=1)[CH2:2][CH3:3]. Reported procedure: Under the same conditions as those described for the example 1, using 3,5-difluorophenylacetic acid instead of 4-fluorophenylacetic acid yielded 2-(4-propylphenyl)-5,7-difluoro-1,2,3,4-tetrahydronaphthalene. 10 g of this 2-(4-propylphenyl)-5,7-difluoro-1,2,3,4-tetrahydronaphthalene was lithiated using butyllithium, converted to a benzoic acid by blowing carbon dioxide into the reaction vessel, subsequently converted to an acid chloride with thionyl chloride, and an amide then synthesized by blow... The reactants are C[O-].[Na+] (sodium methoxide), FC1=NC=CC(=C1)COC(C1=CC=CC=C1)=O (Benzoic acid 2-fluoro-pyridin-4-ylmethyl ester), [Cl-].[NH4+] (ammonium chloride). Run in CO (methanol). Reaction conditions: time 30 minute. Product: FC1=NC=CC(=C1)CO ((2-Fluoro-pyridin-4-yl)-methanol). Yield: 93.8%. As a reaction SMILES: [F:1][C:2]1[CH:7]=[C:6]([CH2:8][O:9]C(=O)C2C=CC=CC=2)[CH:5]=[CH:4][N:3]=1.C[O-].[Na+].[Cl-].[NH4+]>CO>[F:1][C:2]1[CH:7]=[C:6]([CH2:8][OH:9])[CH:5]=[CH:4][N:3]=1 |f:1.2,3.4|. Reported procedure: To a stirred solution of Benzoic acid 2-fluoro-pyridin-4-ylmethyl ester (36) (4.536 g, 19.62 mmol) in anhydrous methanol (40 ml) cooled in an ice bath, was added sodium methoxide (1.06 g, 19.62 mmol). After stirring for 30 min., excess ammonium chloride was added to the mixture. The mixture was then evaporated in vacuo and the residue was purified by silica gel column chromatography (eluent, ether:hexane (1:1)) to afford 2.34 g (94%) of a white solid; m.p. 70-71° C.; 1H NMR (200 MHz, CDCl3) δ: 2... The reactants are O=C([O-])[O-], C1CCOC1, CC(C)(C)OC(=O)N1CCN(C(=O)c2coc(Cl)n2)C(COc2cccnc2)C1, [K+], [K+], Nc1ccccc1. Yields the product CC(C)(C)OC(=O)N1CCN(C(=O)c2coc(Nc3ccccc3)n2)C(COc2cccnc2)C1. Reaction SMILES: [C:37](=[O:38])([O-:39])[O-:40].[CH2:43]1[O:44][CH2:45][CH2:46][CH2:47]1.[Cl:1][c:2]1[o:3][cH:4][c:5]([C:7](=[O:8])[N:9]2[CH:10]([CH2:22][O:23][c:24]3[cH:25][n:26][cH:27][cH:28][cH:29]3)[CH2:11][N:12]([C:15](=[O:16])[O:17][C:18]([CH3:19])([CH3:20])[CH3:21])[CH2:13][CH2:14]2)[n:6]1.[K+:41].[K+:42].[NH2:30][c:31]1[cH:32][cH:33][cH:34][cH:35][cH:36]1>>[c:2]1([NH:30][c:31]2[cH:32][cH:33][cH:34][cH:35][cH:36]2)[o:3][cH:4][c:5]([C:7](=[O:8])[N:9]2[CH:10]([CH2:22][O:23][c:24]3[cH:25][n:26][cH:27][cH:28][cH:29]3)[CH2:11][N:12]([C:15](=[O:16])[O:17][C:18]([CH3:19])([CH3:20])[CH3:21])[CH2:13][CH2:14]2)[n:6]1.